Task: describe an organic reaction: reactants, conditions, products, and yield. Dataset: the Open Reaction Database (ORD), a public repository of structured organic reaction records Starting materials: COC(=O)C(C)(C)N, CCN(C(C)C)C(C)C, Cl, CN(C)C=O, On1nnc2ccccc21, O=C(O)c1ccc2ccccc2c1C=CCCc1ccccc1. Yields the product COC(=O)C(C)(C)NC(=O)c1ccc2ccccc2c1C=CCCc1ccccc1. Reaction SMILES: [CH3:44][O:45][C:46]([C:47]([CH3:48])([CH3:49])[NH2:50])=[O:51].[CH:34]([N:35]([CH2:36][CH3:37])[CH:38]([CH3:39])[CH3:40])([CH3:41])[CH3:42].[ClH:43].[O:52]=[CH:53][N:54]([CH3:55])[CH3:56].[OH:24][n:25]1[c:26]2[cH:27][cH:28][cH:29][cH:30][c:31]2[n:32][n:33]1.[c:1]1([CH2:7][CH2:8][CH:9]=[CH:10][c:11]2[c:12]([C:21](=[O:22])[OH:23])[cH:13][cH:14][c:15]3[cH:16][cH:17][cH:18][cH:19][c:20]23)[cH:2][cH:3][cH:4][cH:5][cH:6]1>>[c:1]1([CH2:7][CH2:8][CH:9]=[CH:10][c:11]2[c:12]([C:21](=[O:22])[NH:50][C:47]([C:46]([O:45][CH3:44])=[O:51])([CH3:48])[CH3:49])[cH:13][cH:14][c:15]3[cH:16][cH:17][cH:18][cH:19][c:20]23)[cH:2][cH:3][cH:4][cH:5][cH:6]1. The reactants are C(C)(C)(C)OC(CN1C(=NC2=C1C=CC(=C2)N(S(=O)(=O)C2=CC=C(C=C2)F)CC2=C(C=CC=C2)C(F)(F)F)CCC)=O ({5-[(2-Trifluoromethyl-benzyl)-(4-fluoro-benzenesulfonyl)-amino]-2-propyl-benzoimidazol-1-yl}-acetic acid tert-butyl ester), C(=O)(C(F)(F)F)O (TFA). Yields the product FC(C1=C(CN(C2=CC3=C(N(C(=N3)CCC)CC(=O)O)C=C2)S(=O)(=O)C2=CC=C(C=C2)F)C=CC=C1)(F)F ({5-[(2-Trifluoromethyl-benzyl)-(4-fluoro-benzenesulfonyl)-amino]-2-propyl-benzoimidazol-1-yl}-acetic acid). RXN SMILES: C([O:5][C:6](=[O:42])[CH2:7][N:8]1[C:12]2[CH:13]=[CH:14][C:15]([N:17]([CH2:28][C:29]3[CH:34]=[CH:33][CH:32]=[CH:31][C:30]=3[C:35]([F:38])([F:37])[F:36])[S:18]([C:21]3[CH:26]=[CH:25][C:24]([F:27])=[CH:23][CH:22]=3)(=[O:20])=[O:19])=[CH:16][C:11]=2[N:10]=[C:9]1[CH2:39][CH2:40][CH3:41])(C)(C)C.C(O)(C(F)(F)F)=O>>[F:37][C:35]([F:36])([F:38])[C:30]1[CH:31]=[CH:32][CH:33]=[CH:34][C:29]=1[CH2:28][N:17]([S:18]([C:21]1[CH:22]=[CH:23][C:24]([F:27])=[CH:25][CH:26]=1)(=[O:19])=[O:20])[C:15]1[CH:14]=[CH:13][C:12]2[N:8]([CH2:7][C:6]([OH:42])=[O:5])[C:9]([CH2:39][CH2:40][CH3:41])=[N:10][C:11]=2[CH:16]=1. Procedure details: {5-[(2-Trifluoromethyl-benzyl)-(4-fluoro-benzenesulfonyl)-amino]-2-propyl-benzoimidazol-1-yl}-acetic acid tert-butyl ester was treated with TFA (2 mL) for 2 hours, concentrated, and purified by preparative LCMS to give the title compound. 1H NMR (d6-DMSO) δ7.88 (d, 1H), 7.72 (m, 2H), 7.62 (m, 2H), 7.44 (m, 3H), 7.32 (d, 1H), 7.23 (d, 1H), 6.86 (dd, 1H), 5.03 (s, 2H), 4.95 (s, 2H), 2.67 (t, 2H), 1.72 (m, 2H), 0.96 (t, 3H). MS calculated for C26H23F4N3O4S—H: 548, observed: 548. Starting materials: C(=O)C=1C=C(C=CC1O)C1=NC2=CC=C(C=C2N=C1N(C(C)C)C)C(=O)OCC1=CC=C(C=C1)OC ((4-methoxyphenyl)methyl 2-(3-formyl-4-hydroxyphenyl)-3-[methyl(propan-2-yl)amino]quinoxaline-6-carboxylate), NOS(=O)(=O)O (aminooxysulfonic acid), CO (methanol). Run in O (water). Conditions: temperature 25 celsius, time 8 hour. The product is O1N=CC2=C1C=CC(=C2)C2=NC1=CC=C(C=C1N=C2N(C(C)C)C)C(=O)OCC2=CC=C(C=C2)OC ((4-methoxyphenyl)methyl 2-(1,2-benzoxazol-5-yl)-3-[methyl(propan-2-yl)amino]quinoxaline-6-carboxylate). The yield is 26.6%. Reaction SMILES: [CH:1]([C:3]1[CH:4]=[C:5]([C:10]2[C:19]([N:20]([CH3:24])[CH:21]([CH3:23])[CH3:22])=[N:18][C:17]3[C:12](=[CH:13][CH:14]=[C:15]([C:25]([O:27][CH2:28][C:29]4[CH:34]=[CH:33][C:32]([O:35][CH3:36])=[CH:31][CH:30]=4)=[O:26])[CH:16]=3)[N:11]=2)[CH:6]=[CH:7][C:8]=1[OH:9])=O.[NH2:37]OS(O)(=O)=O.CO>O>[O:9]1[C:8]2[CH:7]=[CH:6][C:5]([C:10]3[C:19]([N:20]([CH3:24])[CH:21]([CH3:23])[CH3:22])=[N:18][C:17]4[C:12](=[CH:13][CH:14]=[C:15]([C:25]([O:27][CH2:28][C:29]5[CH:30]=[CH:31][C:32]([O:35][CH3:36])=[CH:33][CH:34]=5)=[O:26])[CH:16]=4)[N:11]=3)=[CH:4][C:3]=2[CH:1]=[N:37]1. Procedure details: To a solution of (4-methoxyphenyl)methyl 2-(3-formyl-4-hydroxyphenyl)-3-[methyl(propan-2-yl)amino]quinoxaline-6-carboxylate (190 mg, 0.39 mmol) in water (5 mL) was added aminooxysulfonic acid (83 mg, 0.48 mmol) and methanol (5 mL). The resulting solution was stirred overnight at 25° C. Then the reaction was quenched by the addition of water (200 mL) and extracted with ethyl acetate (3×50 mL), dried over anhydrous sodium sulfate and concentrated in vacuo to give a residue, which was purified by s... Reactants: N1CCC(=CC1)C1=CNC2=CC=CC=C12 (3-(1,2,3,6-tetrahydropyridin-4-yl)-1H-indole), CN(C=O)C (dimethylformamide), C([O-])([O-])=O.[Na+].[Na+] (sodium carbonate), IC(C)C (2-iodopropane). Run in O (water). Yields the product C(C)(C)N1CCC(=CC1)C1=CNC2=CC=CC=C12 (3-(1-isopropyl-1,2,3,6-tetrahydropyridin-4-yl)-1H-indole). Reaction SMILES: [NH:1]1[CH2:6][CH:5]=[C:4]([C:7]2[C:15]3[C:10](=[CH:11][CH:12]=[CH:13][CH:14]=3)[NH:9][CH:8]=2)[CH2:3][CH2:2]1.CN(C)C=O.C(=O)([O-])[O-].[Na+].[Na+].I[CH:28]([CH3:30])[CH3:29]>O>[CH:28]([N:1]1[CH2:2][CH:3]=[C:4]([C:7]2[C:15]3[C:10](=[CH:11][CH:12]=[CH:13][CH:14]=3)[NH:9][CH:8]=2)[CH2:5][CH2:6]1)([CH3:30])[CH3:29] |f:2.3.4|. Reported procedure: A mixture of 5 g of 3-(1,2,3,6-tetrahydropyridin-4-yl)-1H-indole, 50 ml of dimethylformamide, 5.25 g of sodium carbonate and 2.7 ml of 2-iodopropane were stirred under an inert atmosphere and the mixture was then added dropwise over 20 hours to 400 ml of water. The mixture was stirred for 30 minutes, was allowed to crystallize and was then vacuum filtered. The recovered product was washed and dried at 50° C. under reduced pressure to obtain 5.8 g of 3-(1-isopropyl-1,2,3,6-tetrahydropyridin-4-yl)... Run in CC(=O)C (acetone), CC(=O)C (acetone). Starting materials: [OH-].[Na+] (NaOH), S(=O)(=O)(O)O.N1=C(C=CC=C1)CNC(=N)N (2-pyridylmethyl guanidine sulfate), S(=O)(=O)([O-])[O-].[Na+].[Na+] (sodium sulfate), C1(CCCCC1)C(=O)Cl (cyclohexyl carbonyl chloride). Procedure: A mixture of 8.00 g of 50% aqueous NaOH, 19.92 g of 2-pyridylmethyl guanidine sulfate, and 100 ml of acetone is stirred overnight at RT. Anhydrous sodium sulfate (8 g) is added to the mixture and stirring continued for 5 hr. A solution of 7.33 g of cyclohexyl carbonyl chloride in 100 ml of acetone is added dropwise to the stirred mixture and the reaction mixture allowed to stand over the weekend. The solvent is evaporated in vacuo and the residue partitioned between methylene chloride and H2O. T... Run at time 8 hour. Reaction SMILES: [OH-].[Na+].S(O)(O)(=O)=O.[N:8]1[CH:13]=[CH:12][CH:11]=[CH:10][C:9]=1[CH2:14][NH:15][C:16]([NH2:18])=[NH:17].S([O-])([O-])(=O)=O.[Na+].[Na+].[CH:26]1([C:32](Cl)=[O:33])[CH2:31][CH2:30][CH2:29][CH2:28][CH2:27]1>CC(C)=O>[CH:26]1([C:32]([NH:17][C:16]([NH:15][CH2:14][C:9]2[CH:10]=[CH:11][CH:12]=[CH:13][N:8]=2)=[NH:18])=[O:33])[CH2:31][CH2:30][CH2:29][CH2:28][CH2:27]1 |f:0.1,2.3,4.5.6|. Yields the product C1(CCCCC1)C(=O)NC(=N)NCC1=NC=CC=C1 (1-CYCLOHEXYLCARBONYL-3-(2-PYRIDYLMETHYL) GUANIDINE). As a reaction SMILES: O=C(CCCC)C(CC1C=CC([C:15]2[CH:20]=[CH:19][CH:18]=[CH:17][C:16]=2[C:21]2[N:25](C(C3C=CC=CC=3)(C3C=CC=CC=3)C3C=CC=CC=3)[N:24]=[N:23][N:22]=2)=CC=1)C(OC)=O.[K].O=[C:51]([CH2:57][CH2:58][CH2:59][CH3:60])[CH2:52][C:53](OC)=[O:54].[Br-].[Li+].BrCC1C=C[C:68]([C:71]2[CH:76]=[CH:75][CH:74]=[CH:73][CH:72]=2)=[C:67]([C:77]2[N:81]([C:82](C3C=CC=CC=3)(C3C=CC=CC=3)[C:83]3C=C[CH:86]=[CH:85][CH:84]=3)N=N[N:78]=2)C=1.[CH3:101][CH2:102]OCC>CN(C)C=O>[CH2:83]([C:82]1[NH:81][C:77]([CH2:67][CH2:68][C:71]2[CH:76]=[CH:75][CH:74]=[CH:73][CH:72]=2)=[N:78][C:53](=[O:54])[C:52]=1[CH2:51][C:57]1[CH:102]=[CH:101][C:60]([C:15]2[CH:20]=[CH:19][CH:18]=[CH:17][C:16]=2[C:21]2[NH:22][N:23]=[N:24][N:25]=2)=[CH:59][CH:58]=1)[CH2:84][CH2:85][CH3:86] |f:3.4,^1:48|. Starting materials: O=C(C(C(=O)OC)CC1=CC=C(C=C1)C1=C(C=CC=C1)C1=NN=NN1C(C1=CC=CC=C1)(C1=CC=CC=C1)C1=CC=CC=C1)CCCC (methyl 3-oxo-2-[[2'-(1-triphenylmethyl-1H-tetrazol-5yl)[1,1'-biphenyl]-4-yl]methyl]heptanoate), [Br-].[Li+] (lithium bromide), O=C(CC(=O)OC)CCCC (methyl 3-oxoheptanoate), [K] (potassium), BrCC1=CC(=C(C=C1)C1=CC=CC=C1)C1=NN=NN1C(C1=CC=CC=C1)(C1=CC=CC=C1)C1=CC=CC=C1 (5-[4-(bromomethyl)[1,1'-biphenyl]-2-yl]-1-triphenylmethyl-1H-tetrazole), CCOCC (ether). Run at time 5 hour. Procedure details: methyl 3-oxo-2-[[2'-(1-triphenylmethyl-1H-tetrazol-5yl)[1,1'-biphenyl]-4-yl]methyl]heptanoate. To a solution of 0.97 g of potassium 1,1-dimethylethylate in 15 ml of dimethylformamide, chilled on an ice bath, under an atmosphere of argon, a solution of 1.3 g of methyl 3-oxoheptanoate in 13 ml of dimethylformamide is added, followed by 1.67 g of lithium bromide and a solution of 5 g of 5-[4-(bromomethyl)[1,1'-biphenyl]-2-yl]-1-triphenylmethyl-1H-tetrazole in 25 ml of dimethylformamide. The reactio... Yields the product C(CCC)C1=C(C(N=C(N1)CCC1=CC=CC=C1)=O)CC1=CC=C(C=C1)C1=C(C=CC=C1)C1=NN=NN1 (6-butyl-2-(2-phenylethyl)-5-[[2'-(1H-tetrazol-5-Yl)[1,1-biphenyl]-4-yl]methyl]-pyrimidin-4(1H)-one). The solvent is CN(C=O)C (dimethylformamide), CN(C=O)C (dimethylformamide), CN(C=O)C (dimethylformamide). Reactants: BrBr, CC(=O)O, CC(=O)Nc1nc(CN(C)C)cs1. The product is CC(=O)Nc1nc(CN(C)C)c(Br)s1. As a reaction SMILES: [Br:14][Br:15].[C:16]([OH:17])(=[O:18])[CH3:19].[CH3:1][N:2]([CH3:3])[CH2:4][c:5]1[n:6][c:7]([NH:10][C:11]([CH3:12])=[O:13])[s:8][cH:9]1>>[CH3:1][N:2]([CH3:3])[CH2:4][c:5]1[n:6][c:7]([NH:10][C:11]([CH3:12])=[O:13])[s:8][c:9]1[Br:14]. Starting materials: dibenzyl ester, C(=O)(O)C=1OC2=CC=CC(=C2C(C1)=O)OCC(COC1=C2C(C=C(OC2=CC=C1)C(=O)O)=O)O (1,3-bis-(2-carboxychromon-5-yloxy)propan-2-ol), C(C1=CC=CC=C1)(C1=CC=CC=C1)(C1=CC=CC=C1)N[C@@H](C(C)C)C(=O)OCC(CCCC(=O)O)COC(CCCCCCCCCCCCCCCCC)=O (5-(N-Trityl-L-valyloxymethyl)-6-stearoyloxyhexanoic acid), CN(C)C1=NC=CC=C1 (dimethylaminopyridine), C1CCC(CC1)N=C=NC2CCCCC2 (DCC). Run in ClCCl (dichloromethane). Run at time 3 day. Yields the product dibenzyl ester, C(C1=CC=CC=C1)(C1=CC=CC=C1)(C1=CC=CC=C1)N[C@@H](C(C)C)C(=O)OCC(CCCC(=O)OC(COC1=C2C(C=C(OC2=CC=C1)C(=O)O)=O)COC1=C2C(C=C(OC2=CC=C1)C(=O)O)=O)COC(CCCCCCCCCCCCCCCCC)=O (2-[5-(N-trityl-L-valyloxymethyl)-6-stearoyloxyhexanoyloxy]-1,3-bis-(2-carboxychromon-5-yloxy)propane). As a reaction SMILES: [C:1]([C:4]1[O:5][C:6]2[C:11]([C:12](=[O:14])[CH:13]=1)=[C:10]([O:15][CH2:16][CH:17]([OH:34])[CH2:18][O:19][C:20]1[CH:29]=[CH:28][CH:27]=[C:26]3[C:21]=1[C:22](=[O:33])[CH:23]=[C:24]([C:30]([OH:32])=[O:31])[O:25]3)[CH:9]=[CH:8][CH:7]=2)([OH:3])=[O:2].[C:35]([NH:54][C@H:55]([C:59]([O:61][CH2:62][CH:63]([CH2:70][O:71][C:72](=[O:90])[CH2:73][CH2:74][CH2:75][CH2:76][CH2:77][CH2:78][CH2:79][CH2:80][CH2:81][CH2:82][CH2:83][CH2:84][CH2:85][CH2:86][CH2:87][CH2:88][CH3:89])[CH2:64][CH2:65][CH2:66][C:67](O)=[O:68])=[O:60])[CH:56]([CH3:58])[CH3:57])([C:48]1[CH:53]=[CH:52][CH:51]=[CH:50][CH:49]=1)([C:42]1[CH:47]=[CH:46][CH:45]=[CH:44][CH:43]=1)[C:36]1[CH:41]=[CH:40][CH:39]=[CH:38][CH:37]=1.CN(C1C=CC=CN=1)C.C1CCC(N=C=NC2CCCCC2)CC1>ClCCl>[C:35]([NH:54][C@H:55]([C:59]([O:61][CH2:62][CH:63]([CH2:70][O:71][C:72](=[O:90])[CH2:73][CH2:74][CH2:75][CH2:76][CH2:77][CH2:78][CH2:79][CH2:80][CH2:81][CH2:82][CH2:83][CH2:84][CH2:85][CH2:86][CH2:87][CH2:88][CH3:89])[CH2:64][CH2:65][CH2:66][C:67]([O:34][CH:17]([CH2:16][O:15][C:10]1[CH:9]=[CH:8][CH:7]=[C:6]2[C:11]=1[C:12](=[O:14])[CH:13]=[C:4]([C:1]([OH:3])=[O:2])[O:5]2)[CH2:18][O:19][C:20]1[CH:29]=[CH:28][CH:27]=[C:26]2[C:21]=1[C:22](=[O:33])[CH:23]=[C:24]([C:30]([OH:32])=[O:31])[O:25]2)=[O:68])=[O:60])[CH:56]([CH3:58])[CH3:57])([C:36]1[CH:37]=[CH:38][CH:39]=[CH:40][CH:41]=1)([C:42]1[CH:47]=[CH:46][CH:45]=[CH:44][CH:43]=1)[C:48]1[CH:53]=[CH:52][CH:51]=[CH:50][CH:49]=1. Reported procedure: To a solution of the dibenzyl ester of 1,3-bis-(2-carboxychromon-5-yloxy)propan-2-ol (270 mg, 0.42 mmole), 5-(N-Trityl-L-valyloxymethyl)-6-stearoyloxyhexanoic acid (323 mg, 0.42 mmol) and dimethylaminopyridine (6 mg, 0.05 mmol) in dichloromethane was added DCC (92 mg, 0.45 mmol). After 3 days, the reaction mixture was filtered through Celite and the filtrate was washed with sodium hydrogen carbonate aqueous solution and dried. The product dibenzyl ester of 2-[5-(N-trityl-L-valyloxymethyl)-6-stea... The reactants are CC=1C=C(C=CC1C)C1CN(CCN1)C=1C(=CC2=C(C=3C(C(=CN(C3C=N2)C)C(=O)OCC)=O)C1)F (ethyl 9-[3-(3,4-dimethylphenyl)piperazin-1-yl]-8-fluoro-4-methyl-1-oxo-1,4-dihydrobenzo[f][1,7]naphthyridine-2-carboxylate). The solvent is C(C)O (ethanol), [OH-].[K+] (potassium hydroxide), O (water). Run at temperature 100 celsius. Product: CC=1C=C(C=CC1C)C1CN(CCN1)C=1C(=CC2=C(C=3C(C(=CN(C3C=N2)C)C(=O)O)=O)C1)F (9-[3-(3,4-dimethylphenyl)piperazin-1-yl]-8-fluoro-4-methyl-1-oxo-1,4-dihydrobenzo[f][1,7]naphthyridine-2-carboxylic acid). Yield: 70.7%. As a reaction SMILES: [CH3:1][C:2]1[CH:3]=[C:4]([CH:9]2[NH:14][CH2:13][CH2:12][N:11]([C:15]3[C:16]([F:36])=[CH:17][C:18]4[N:27]=[CH:26][C:25]5[N:24]([CH3:28])[CH:23]=[C:22]([C:29]([O:31]CC)=[O:30])[C:21](=[O:34])[C:20]=5[C:19]=4[CH:35]=3)[CH2:10]2)[CH:5]=[CH:6][C:7]=1[CH3:8]>C(O)C.[OH-].[K+].O>[CH3:1][C:2]1[CH:3]=[C:4]([CH:9]2[NH:14][CH2:13][CH2:12][N:11]([C:15]3[C:16]([F:36])=[CH:17][C:18]4[N:27]=[CH:26][C:25]5[N:24]([CH3:28])[CH:23]=[C:22]([C:29]([OH:31])=[O:30])[C:21](=[O:34])[C:20]=5[C:19]=4[CH:35]=3)[CH2:10]2)[CH:5]=[CH:6][C:7]=1[CH3:8] |f:2.3|. Procedure: A stirred suspension of 1.47 g of ethyl 9-[3-(3,4-dimethylphenyl)piperazin-1-yl]-8-fluoro-4-methyl-1-oxo-1,4-dihydrobenzo[f][1,7]naphthyridine-2-carboxylate in 25 cm3 of ethanol, 3.60 cm3 of 1 N aqueous potassium hydroxide and 15 cm3 of water was heated in the region of 100° C. for 4 hours. The reaction mixture was filtered, evaporated to dryness, the residue was suspended in 100 cm3 of water, the medium was acidified with 3.5 cm3 of a 1 N aqueous hydrochloric acid solution, 10 cm3 of ethanol wa...